This data is from the Open Reaction Database (ORD), a public repository of structured organic reaction records. The task is: describe an organic reaction: reactants, conditions, products, and yield Reactants: Br, CC(=O)c1ccc(-c2ccc(C3(C(=O)OC(C)C)CC3)cc2)cc1, Cl, [Na+], [Na+], [Na+], C1COCCO1, [OH-], O, O=S([O-])S(=O)(=O)[O-]. Product: CC(C)OC(=O)C1(c2ccc(-c3ccc(C(=O)O)cc3)cc2)CC1. As a reaction SMILES: [Br:25].[CH:1]([CH3:2])([CH3:3])[O:4][C:5](=[O:6])[C:7]1([c:10]2[cH:11][cH:12][c:13](-[c:16]3[cH:17][cH:18][c:19]([C:22]([CH3:23])=[O:24])[cH:20][cH:21]3)[cH:14][cH:15]2)[CH2:8][CH2:9]1.[ClH:28].[Na+:27].[Na+:36].[Na+:37].[O:38]1[CH2:39][CH2:40][O:41][CH2:42][CH2:43]1.[OH-:26].[OH2:44].[S:29](=[O:30])([S:31]([O-:32])=[O:33])([O-:34])=[O:35]>>[CH:1]([CH3:2])([CH3:3])[O:4][C:5](=[O:6])[C:7]1([c:10]2[cH:11][cH:12][c:13](-[c:16]3[cH:17][cH:18][c:19]([C:22](=[O:24])[OH:30])[cH:20][cH:21]3)[cH:14][cH:15]2)[CH2:8][CH2:9]1. The reactants are ClC1=C2C(=NN(C2=C(C=C1)C=1C(=NC(=CC1)N(C)CCO)[C@H](CC1=CC(=CC(=C1)F)F)NC(CN1N=C(C2=C1C([C@H]1[C@@H]2C1)(F)F)C(F)F)=O)C)NS(=O)(=O)C (N—((S)-1-(3-(4-chloro-1-methyl-3-(methylsulfonamido)-1H-indazol-7-yl)-6-((2-hydroxyethyl)(methyl)amino)pyridin-2-yl)-2-(3,5-difluorophenyl)ethyl)-2-((3bS,4aR)-3-(difluoromethyl)-5,5-difluoro-3b,4,4a,5-tetrahydro-1H-cyclopropa[3,4]cyclopenta[1,2-c]pyrazol-1-yl)acetamide), FC1([C@H]2[C@@H](C3=C1N(N=C3C(F)(F)F)CC(=O)O)C2)F (2-((3bS,4aR)-5,5-difluoro-3-(trifluoromethyl)-3b,4,4a,5-tetrahydro-1H-cyclopropa[3,4]cyclopenta[1,2-c]pyrazol-1-yl)acetic acid). Product: ClC1=C2C(=NN(C2=C(C=C1)C=1C(=NC(=CC1)N(C)CCO)[C@H](CC1=CC(=CC(=C1)F)F)NC(CN1N=C(C2=C1C([C@H]1[C@@H]2C1)(F)F)C(F)(F)F)=O)C)NS(=O)(=O)C (N—((S)-1-(3-(4-chloro-1-methyl-3-(methylsulfonamido)-1H-indazol-7-yl)-6-((2-hydroxyethyl)(methyl)amino)pyridin-2-yl)-2-(3,5-difluorophenyl)ethyl)-2-((3bS,4aR)-5,5-difluoro-3-(trifluoromethyl)-3b,4,4a,5-tetrahydro-1H-cyclopropa[3,4]cyclopenta[1,2-c]pyrazol-1-yl)acetamide). As a reaction SMILES: [Cl:1][C:2]1[CH:10]=[CH:9][C:8]([C:11]2[C:12]([C@@H:22]([NH:32][C:33](=[O:49])[CH2:34][N:35]3[C:39]4[C:40]([F:45])([F:44])[C@@H:41]5[CH2:43][C@@H:42]5[C:38]=4[C:37]([CH:46]([F:48])[F:47])=[N:36]3)[CH2:23][C:24]3[CH:29]=[C:28]([F:30])[CH:27]=[C:26]([F:31])[CH:25]=3)=[N:13][C:14]([N:17]([CH2:19][CH2:20][OH:21])[CH3:18])=[CH:15][CH:16]=2)=[C:7]2[C:3]=1[C:4]([NH:51][S:52]([CH3:55])(=[O:54])=[O:53])=[N:5][N:6]2[CH3:50].[F:56]C1(F)C2N(CC(O)=O)N=C(C(F)(F)F)C=2[C@H]2C[C@@H]12>>[Cl:1][C:2]1[CH:10]=[CH:9][C:8]([C:11]2[C:12]([C@@H:22]([NH:32][C:33](=[O:49])[CH2:34][N:35]3[C:39]4[C:40]([F:44])([F:45])[C@@H:41]5[CH2:43][C@@H:42]5[C:38]=4[C:37]([C:46]([F:56])([F:47])[F:48])=[N:36]3)[CH2:23][C:24]3[CH:29]=[C:28]([F:30])[CH:27]=[C:26]([F:31])[CH:25]=3)=[N:13][C:14]([N:17]([CH2:19][CH2:20][OH:21])[CH3:18])=[CH:15][CH:16]=2)=[C:7]2[C:3]=1[C:4]([NH:51][S:52]([CH3:55])(=[O:53])=[O:54])=[N:5][N:6]2[CH3:50]. Reported procedure: The title compound (58) was prepared according to the method presented for the synthesis of compound 57G of Example 57 utilizing 2-((3bS,4aR)-5,5-difluoro-3-(trifluoromethyl)-3b,4,4a,5-tetrahydro-1H-cyclopropa[3,4]cyclopenta[1,2-c]pyrazol-1-yl)acetic acid (30J). 1H NMR (400 MHz, Methanol-d4) δ 7.43-6.05 (m, 7H), 5.18-5.09 (m, 1H), 4.85-4.75 (m 2H), 4.04-3.69 (m, 3H), 3.42 (s, 2H), 3.27-3.20 (m, 6H), 3.20-3.11 (m, 2H), 3.05 (s, 1H), 2.95 (s, 1H), 2.61-2.43 (m, 2H), 1.51-1.35 (m, 1H), 1.11 (m, 1H)... Reactants: NN1C(NC(C1=O)(CC)CC)=O (3-amino-5,5-diethylimidazolidine-2,4-dione), BrC1=CC=C(C=C1)N=C=O (4-bromophenylisocyanate). The solvent is C1(=CC=CC=C1)C (toluene). Reaction conditions: temperature 100 celsius. Yields the product BrC1=CC=C(C=C1)NC(=O)NN1C(NC(C1=O)(CC)CC)=O (1-(4-Bromophenyl)-3-(4,4-diethyl-2,5-dioxoimidazolidin-1-yl)urea). RXN SMILES: [NH2:1][N:2]1[C:6](=[O:7])[C:5]([CH2:10][CH3:11])([CH2:8][CH3:9])[NH:4][C:3]1=[O:12].[Br:13][C:14]1[CH:19]=[CH:18][C:17]([N:20]=[C:21]=[O:22])=[CH:16][CH:15]=1>C1(C)C=CC=CC=1>[Br:13][C:14]1[CH:19]=[CH:18][C:17]([NH:20][C:21]([NH:1][N:2]2[C:6](=[O:7])[C:5]([CH2:10][CH3:11])([CH2:8][CH3:9])[NH:4][C:3]2=[O:12])=[O:22])=[CH:16][CH:15]=1. Reported procedure: A mixture of 3-amino-5,5-diethylimidazolidine-2,4-dione CAS 1007-61-0 (70 mg, 0.4 mmol), 4-bromophenylisocyanate CAS 2493-02-9 (80 mg, 0.4 mmol) in toluene (5 mL) was heated at 100° C. for 8 h. Upon cooling the reaction to ambient temperature, Compound 1 separated as a white solid, which was collected by filtration and dried under high vacuum. The product is C(C)(C)(C)OC(N(CCCCC1=C(C(=C(C=C1)N)S(=O)(=O)C)S(=O)(=O)C)CCC1=C(NC2=CC=C(C=C12)NC(C)=O)C1=CC(=CC(=C1)C)C)=O ({2-[5-acetylamino-2-(3,5-dimethylphenyl)-1H-indol-3-yl]ethyl}-[4-(4-amino(dimethanesulfonyl)phenyl)butyl] carbamic acid tert-butyl ester). The solvent is N1=CC=CC=C1 (pyridine). The reactants are C(C)(C)(C)OC(N(CCCCC1=C(C(=C(C=C1)N)S(=O)(=O)C)S(=O)(=O)C)CCC1=C(NC2=CC=C(C=C12)N)C1=CC(=CC(=C1)C)C)=O ({2-[5-amino-2-(3,5-dimethylphenyl)-1H-indol-3-yl]ethyl}-[4-(4-amino(dimethanesulfonyl)phenyl)butyl] carbamic acid tert-butyl ester), C(C)(=O)OC(C)=O (acetic anhydride). Reported procedure: To a solution of {2-[5-amino-2-(3,5-dimethylphenyl)-1H-indol-3-yl]ethyl}-[4-(4-amino(dimethanesulfonyl)phenyl)butyl] carbamic acid tert-butyl ester (from EXAMPLE 3.2 StepC, 60 mg in 3 mL dry methylene chloride) at 0° C. was added 0.025 mL pyridine followed by 0.020 mL acetic anhydride and the mixture stirred at low temperature. After 15 minutes, the reaction was quenched by the addition of saturated aqueous sodium bicarbonate and extracted with ethyl acetate. The organic portion was washed succe... RXN SMILES: [C:1]([O:5][C:6](=[O:47])[N:7]([CH2:27][CH2:28][C:29]1[C:37]2[C:32](=[CH:33][CH:34]=[C:35]([NH2:38])[CH:36]=2)[NH:31][C:30]=1[C:39]1[CH:44]=[C:43]([CH3:45])[CH:42]=[C:41]([CH3:46])[CH:40]=1)[CH2:8][CH2:9][CH2:10][CH2:11][C:12]1[CH:17]=[CH:16][C:15]([NH2:18])=[C:14]([S:19]([CH3:22])(=[O:21])=[O:20])[C:13]=1[S:23]([CH3:26])(=[O:25])=[O:24])([CH3:4])([CH3:3])[CH3:2].[C:48](OC(=O)C)(=[O:50])[CH3:49]>N1C=CC=CC=1>[C:1]([O:5][C:6](=[O:47])[N:7]([CH2:27][CH2:28][C:29]1[C:37]2[C:32](=[CH:33][CH:34]=[C:35]([NH:38][C:48](=[O:50])[CH3:49])[CH:36]=2)[NH:31][C:30]=1[C:39]1[CH:40]=[C:41]([CH3:46])[CH:42]=[C:43]([CH3:45])[CH:44]=1)[CH2:8][CH2:9][CH2:10][CH2:11][C:12]1[CH:17]=[CH:16][C:15]([NH2:18])=[C:14]([S:19]([CH3:22])(=[O:20])=[O:21])[C:13]=1[S:23]([CH3:26])(=[O:25])=[O:24])([CH3:3])([CH3:2])[CH3:4]. Reaction conditions: time 15 minute.